This data is from the Open Reaction Database (ORD), a public repository of structured organic reaction records. The task is: describe an organic reaction: reactants, conditions, products, and yield Starting materials: N1C=CC2=CC(=CC=C12)N (1H-indol-5-amine), C(C)(C)OC(=O)Cl (isopropyl-chloro-formate). Yields the product N1C=CC2=CC(=CC=C12)NC(OC(C)C)=O (Isopropyl 1H-indol-5-ylcarbamate). RXN SMILES: [NH:1]1[C:9]2[C:4](=[CH:5][C:6]([NH2:10])=[CH:7][CH:8]=2)[CH:3]=[CH:2]1.[CH:11]([O:14][C:15](Cl)=[O:16])([CH3:13])[CH3:12]>>[NH:1]1[C:9]2[C:4](=[CH:5][C:6]([NH:10][C:15](=[O:16])[O:14][CH:11]([CH3:13])[CH3:12])=[CH:7][CH:8]=2)[CH:3]=[CH:2]1. Reported procedure: The title compound was prepared by following the similar procedure as described in Intermediate-52, using 1H-indol-5-amine and isopropyl-chloro-formate (0.72 g, 52%); MS: 219(M+1).